Task: describe an organic reaction: reactants, conditions, products, and yield. Dataset: the Open Reaction Database (ORD), a public repository of structured organic reaction records Reactants: O=C([O-])[O-], Cc1n[nH]cc1[N+](=O)[O-], ClCCl, CC(C)I, [K+], [K+], CN(C)C=O, O. Product: Cc1nn(C(C)C)cc1[N+](=O)[O-]. Reaction SMILES: [C:10](=[O:11])([O-:12])[O-:13].[CH3:1][c:2]1[n:3][nH:4][cH:5][c:6]1[N+:7](=[O:8])[O-:9].[Cl:20][CH2:21][Cl:22].[I:16][CH:17]([CH3:18])[CH3:19].[K+:14].[K+:15].[O:23]=[CH:24][N:25]([CH3:26])[CH3:27].[OH2:28]>>[CH3:1][c:2]1[n:3][n:4]([CH:17]([CH3:18])[CH3:19])[cH:5][c:6]1[N+:7](=[O:8])[O-:9]. Reactants: NC1=NC=C(C(=C1N)N[C@H]1[C@H]([C@@H]2C=C[C@H]1C2)C(=O)N)Cl ((1S,2S,3R,4R)-3-(2,3-Diamino-5-chloro-pyridin-4-ylamino)-bicyclo[2.2.1]hept-5-ene-2-carboxylic acid amide), ClC1=C(C=O)C=CC(=C1)N1CCOCC1 (2-Chloro-4-morpholin-4-yl-benzaldehyde), C(C)(=O)[O-].[NH4+] (Ammonium acetate). Product: ClC=1C(=C2C(=NC1)NC(=N2)C2=C(C=C(C=C2)N2CCOCC2)Cl)N[C@H]2[C@H]([C@@H]1C=C[C@H]2C1)C(=O)N ((1S,2S,3R,4R)-3-[6-Chloro-2-(2-chloro-4-morpholin-4-yl-phenyl)-3H-imidazo[4,5-b]pyridin-7-ylamino]-bicyclo[2.2.1]hept-5-ene-2-carboxylic acid amide). Isolated yield 55.3%. As a reaction SMILES: [NH2:1][C:2]1[C:7]([NH2:8])=[C:6]([NH:9][C@@H:10]2[C@@H:15]3[CH2:16][C@@H:12]([CH:13]=[CH:14]3)[C@@H:11]2[C:17]([NH2:19])=[O:18])[C:5]([Cl:20])=[CH:4][N:3]=1.[Cl:21][C:22]1[CH:29]=[C:28]([N:30]2[CH2:35][CH2:34][O:33][CH2:32][CH2:31]2)[CH:27]=[CH:26][C:23]=1[CH:24]=O.C([O-])(=O)C.[NH4+]>>[Cl:20][C:5]1[C:6]([NH:9][C@@H:10]2[C@@H:15]3[CH2:16][C@@H:12]([CH:13]=[CH:14]3)[C@@H:11]2[C:17]([NH2:19])=[O:18])=[C:7]2[N:8]=[C:24]([C:23]3[CH:26]=[CH:27][C:28]([N:30]4[CH2:35][CH2:34][O:33][CH2:32][CH2:31]4)=[CH:29][C:22]=3[Cl:21])[NH:1][C:2]2=[N:3][CH:4]=1 |f:2.3|. Reported procedure: In a similar fashion to Compound LXXXVII, (1S,2S,3R,4R)-3-(2,3-Diamino-5-chloro-pyridin-4-ylamino)-bicyclo[2.2.1]hept-5-ene-2-carboxylic acid amide (50.00 mg, 0.1702 mmol), 2-Chloro-4-morpholin-4-yl-benzaldehyde (42.2 mg, 0.187 mmol), and Ammonium acetate (26.2 mg, 0.340 mmol) were reacted to produce 46.98 mg (45%) of the title compound. (300 MHz, DMSO-d6) 12.89 (s, 1H), 7.95 (s, 1H), 7.72 (m, 2H), 7.21 (s, 1H), 7.09 (m, 3H), 6.30 (s, 2H), 5.18 (t, J=17 Hz, 8.5 Hz, 1H), 3.75 (s, 4H), 3.27 (s, 4H...